From a dataset of the Open Reaction Database (ORD), a public repository of structured organic reaction records. describe an organic reaction: reactants, conditions, products, and yield The reactants are N#Cc1cccc2c1Cc1c-2[nH]c(=O)c2nccn12, O, O=S(=O)(O)O. Yields the product O=C(O)c1cccc2c1Cc1c-2[nH]c(=O)c2nccn12. Reaction SMILES: [C:1](#[N:2])[c:3]1[c:4]2[c:16]([cH:17][cH:18][cH:19]1)-[c:7]1[c:6]([n:11]3[c:10]([c:9](=[O:15])[nH:8]1)[n:14][cH:13][cH:12]3)[CH2:5]2.[OH2:25].[S:20]([OH:21])(=[O:22])(=[O:23])[OH:24]>>[C:1]([c:3]1[c:4]2[c:16]([cH:17][cH:18][cH:19]1)-[c:7]1[c:6]([n:11]3[c:10]([c:9](=[O:15])[nH:8]1)[n:14][cH:13][cH:12]3)[CH2:5]2)([OH:21])=[O:25]. Reactants: FC=1C=C2C=CNC2=CC1 (5-fluoroindol), Cl.O.N1CCC(CC1)=O (4-piperidone monohydrate hydrochloride). Product: FC=1C=C2C(=CNC2=CC1)C1CCNCC1 (5-fluoro-3-piperidin-4-yl-1H-indole). Reaction SMILES: [F:1][C:2]1[CH:3]=[C:4]2[C:8](=[CH:9][CH:10]=1)[NH:7][CH:6]=[CH:5]2.Cl.O.[NH:13]1[CH2:18][CH2:17][C:16](=O)[CH2:15][CH2:14]1>>[F:1][C:2]1[CH:3]=[C:4]2[C:8](=[CH:9][CH:10]=1)[NH:7][CH:6]=[C:5]2[CH:16]1[CH2:17][CH2:18][NH:13][CH2:14][CH2:15]1 |f:1.2.3|. Procedure: This compound was prepared following the procedure described in Example 1 (parts A and B) starting with 0.7 g (5.5 mmol) of 5-fluoroindol and 2.1 g (13.6 mmol) of 4-piperidone monohydrate hydrochloride. After the usual work-up 0.8 g (67% of yield) of the desired product were obtained. Reactants: CC1=C(C=C(C=C1)C=1OC(=NN1)C)C1=CC=C(C=C1)C(=O)O (2′-Methyl-5′-(5-methyl-1,3,4-oxadiazol-2-yl)-1,1′-biphenyl-4-carboxylic acid), C=1C=CC2=C(C1)N=NN2O (HOBT), Cl.CN(CCCN=C=NCC)C (1-(3-dimethylaminopropyl)-3-ethyl carbodiimide hydrochloride), NC(C(=O)NC)C(C)(C)C (2-amino-N,3,3-trimethylbutanamide). Run in CN(C)C=O (DMF). Conditions: time 18 hour. The product is CC(C(C(=O)NC)NC(=O)C1=CC=C(C=C1)C1=C(C=CC(=C1)C=1OC(=NN1)C)C)(C)C (N-[2,2-dimethyl-1-(methylaminocarbonyl)propyl]-2′-methyl-5′-(5-methyl-1,3,4-oxadiazol-2-yl)-1,1′-biphenyl-4-carboxamide). Reaction SMILES: [CH3:1][C:2]1[CH:7]=[CH:6][C:5]([C:8]2[O:9][C:10]([CH3:13])=[N:11][N:12]=2)=[CH:4][C:3]=1[C:14]1[CH:19]=[CH:18][C:17]([C:20](O)=[O:21])=[CH:16][CH:15]=1.C1C=CC2N(O)N=NC=2C=1.Cl.CN(C)CCCN=C=NCC.[NH2:45][CH:46]([C:51]([CH3:54])([CH3:53])[CH3:52])[C:47]([NH:49][CH3:50])=[O:48]>CN(C=O)C>[CH3:52][C:51]([CH3:54])([CH3:53])[CH:46]([NH:45][C:20]([C:17]1[CH:16]=[CH:15][C:14]([C:3]2[CH:4]=[C:5]([C:8]3[O:9][C:10]([CH3:13])=[N:11][N:12]=3)[CH:6]=[CH:7][C:2]=2[CH3:1])=[CH:19][CH:18]=1)=[O:21])[C:47]([NH:49][CH3:50])=[O:48] |f:2.3|. Reported procedure: 2′-Methyl-5′-(5-methyl-1,3,4-oxadiazol-2-yl)-1,1′-biphenyl-4-carboxylic acid (11.3 mg, 0.034 mmol), HOBT (6.0 mg, 0.044 mmol), 1-(3-dimethylaminopropyl)-3-ethyl carbodiimide hydrochloride (8.0 mg, 0.042 mmol) and 2-amino-N,3,3-trimethylbutanamide (0.34 mmol) were mixed in DMF (0.7 ml) and the reaction left at room temperature for 18 h. The DMF was evaporated under vacuum and the residue partitioned between DCM (0.4 ml) and water (0.4 ml). The organic phase was washed with aqueous sodium hydroxid... Reactants: N1C(=O)NC(=O)C=N1 (6-azauracil), C[Si](Cl)(C)C (trimethylchlorosilane). Run in C(C)N(CC)CC (triethylamine). Yields the product C[Si](OC=1N=NC=C(N1)O[Si](C)(C)C)(C)C (3,5-bis-trimethylsilyloxy-1,2,4-triazine). As a reaction SMILES: [NH:1]1[N:8]=[CH:7][C:5](=[O:6])[NH:4][C:2]1=[O:3].[CH3:9][Si:10]([CH3:13])([CH3:12])Cl>C(N(CC)CC)C>[CH3:9][Si:10]([CH3:13])([CH3:12])[O:3][C:2]1[N:1]=[N:8][CH:7]=[C:5]([O:6][Si:10]([CH3:13])([CH3:12])[CH3:9])[N:4]=1. Reported procedure: In accordance with the invention, it has further been discovered that the silylation of 6-azauracil with trimethylchlorosilane and triethylamine affords an almost quantitative yield of the required 3,5-bis-trimethylsilyloxy-1,2,4-triazine in pure form when the reaction is carried out in the higher-boiling toluene and when a longer reaction period of time is used. The reactants are CO, C[Si](C)(C)C=[N+]=[N-], O=C(NCCc1ccccc1Cl)c1cc(-n2ncc(=O)[nH]c2=O)ccc1Cl, C1COCCO1. Yields the product Cn1c(=O)cnn(-c2ccc(Cl)c(C(=O)NCCc3ccccc3Cl)c2)c1=O. Reaction SMILES: [CH3:28][OH:29].[CH3:30][Si:31]([CH:32]=[N+:33]=[N-:34])([CH3:35])[CH3:36].[Cl:1][c:2]1[c:3]([C:4](=[O:5])[NH:6][CH2:7][CH2:8][c:9]2[c:10]([Cl:15])[cH:11][cH:12][cH:13][cH:14]2)[cH:16][c:17](-[n:20]2[n:21][cH:22][c:23](=[O:27])[nH:24][c:25]2=[O:26])[cH:18][cH:19]1.[O:37]1[CH2:38][CH2:39][O:40][CH2:41][CH2:42]1>>[Cl:1][c:2]1[c:3]([C:4](=[O:5])[NH:6][CH2:7][CH2:8][c:9]2[c:10]([Cl:15])[cH:11][cH:12][cH:13][cH:14]2)[cH:16][c:17](-[n:20]2[n:21][cH:22][c:23](=[O:27])[n:24]([CH3:30])[c:25]2=[O:26])[cH:18][cH:19]1. Reactants: C=CCC1C=C(C)CC(C)CC(OC)C2OC(O)(C(=O)C(=O)N3CCCCC3C(=O)OC(C(C)=CC3CCC(O)C(OC)C3)C(C)C(O)CC1=O)C(C)CC2OC, Cc1ccc(S(=O)(=O)O)cc1, c1ccccc1. The product is C=CCC1C=C(C)CC(C)CC(OC)C2OC(O)(C(=O)C(=O)N3CCCCC3C(=O)OC(C(C)=CC3CCC(O)C(OC)C3)C(C)C=CC1=O)C(C)CC2OC. RXN SMILES: [CH2:1]([CH:2]=[CH2:3])[CH:4]1[C:5](=[O:57])[CH2:6][CH:7]([OH:56])[CH:8]([CH3:55])[CH:9]([C:43](=[CH:44][CH:45]2[CH2:46][CH:47]([O:52][CH3:53])[CH:48]([OH:51])[CH2:49][CH2:50]2)[CH3:54])[O:10][C:11](=[O:42])[CH:12]2[CH2:13][CH2:14][CH2:15][CH2:16][N:17]2[C:18](=[O:41])[C:19](=[O:40])[C:20]2([OH:39])[CH:21]([CH3:38])[CH2:22][CH:23]([O:36][CH3:37])[CH:24]([CH:25]([O:33][CH3:34])[CH2:26][CH:27]([CH3:32])[CH2:28][C:29]([CH3:31])=[CH:30]1)[O:35]2.[c:58]1([CH3:59])[cH:60][cH:61][c:62]([S:63]([OH:64])(=[O:65])=[O:66])[cH:67][cH:68]1.[cH:69]1[cH:70][cH:71][cH:72][cH:73][cH:74]1>>[CH2:1]([CH:2]=[CH2:3])[CH:4]1[C:5](=[O:57])[CH:6]=[CH:7][CH:8]([CH3:55])[CH:9]([C:43](=[CH:44][CH:45]2[CH2:46][CH:47]([O:52][CH3:53])[CH:48]([OH:51])[CH2:49][CH2:50]2)[CH3:54])[O:10][C:11](=[O:42])[CH:12]2[CH2:13][CH2:14][CH2:15][CH2:16][N:17]2[C:18](=[O:41])[C:19](=[O:40])[C:20]2([OH:39])[CH:21]([CH3:38])[CH2:22][CH:23]([O:36][CH3:37])[CH:24]([CH:25]([O:33][CH3:34])[CH2:26][CH:27]([CH3:32])[CH2:28][C:29]([CH3:31])=[CH:30]1)[O:35]2. Starting materials: NCC1=CC=C(C=C1)C1C(C(N1C1=CC=C(C=C1)F)=O)CCC(O)C1=CC=C(C=C1)F (4-(4-aminomethylphenyl)-1-(4-fluorophenyl)-3-[3-(4-fluorophenyl)-3-hydroxypropyl]azetidin-2-one), OC(C(=O)NCCOCCOCC(=O)O)C(C(C(CO)O)O)O ({2-[2-(2,3,4,5,6-Pentahydroxyhexanoylamino)ethoxy]ethoxy}acetic acid), C(C)(C)N=C=NC(C)C (diisopropylcarbodiimide), OC1=CC=CC=2NN=NC21 (hydroxybenzotriazole). Solvent: CN(C=O)C (dimethylformamide), C(C)#N (acetonitrile). The product is FC1=CC=C(C=C1)N1C(C(C1=O)CCC(O)C1=CC=C(C=C1)F)C1=CC=C(CNC(=O)COCCOCCNC(C(C(C(C(CO)O)O)O)O)=O)C=C1 (N-(2-{2-[(4-{1-(4-Fluorophenyl)-3-[3-(4-fluorophenyl)-3-hydroxypropyl]-4-oxoazetidin-2-yl}benzylcarbamoyl)methoxy]ethoxy}ethyl)-2,3,4,5,6-pentahydroxyhexanamide). RXN SMILES: [NH2:1][CH2:2][C:3]1[CH:8]=[CH:7][C:6]([CH:9]2[N:12]([C:13]3[CH:18]=[CH:17][C:16]([F:19])=[CH:15][CH:14]=3)[C:11](=[O:20])[CH:10]2[CH2:21][CH2:22][CH:23]([C:25]2[CH:30]=[CH:29][C:28]([F:31])=[CH:27][CH:26]=2)[OH:24])=[CH:5][CH:4]=1.[OH:32][CH:33]([CH:47]([OH:54])[CH:48]([OH:53])[CH:49]([OH:52])[CH2:50][OH:51])[C:34]([NH:36][CH2:37][CH2:38][O:39][CH2:40][CH2:41][O:42][CH2:43][C:44](O)=[O:45])=[O:35].C(N=C=NC(C)C)(C)C.OC1C2N=NNC=2C=CC=1>CN(C)C=O.C(#N)C>[F:19][C:16]1[CH:15]=[CH:14][C:13]([N:12]2[C:11](=[O:20])[CH:10]([CH2:21][CH2:22][CH:23]([C:25]3[CH:26]=[CH:27][C:28]([F:31])=[CH:29][CH:30]=3)[OH:24])[CH:9]2[C:6]2[CH:7]=[CH:8][C:3]([CH2:2][NH:1][C:44]([CH2:43][O:42][CH2:41][CH2:40][O:39][CH2:38][CH2:37][NH:36][C:34](=[O:35])[CH:33]([OH:32])[CH:47]([OH:54])[CH:48]([OH:53])[CH:49]([OH:52])[CH2:50][OH:51])=[O:45])=[CH:4][CH:5]=2)=[CH:18][CH:17]=1. Procedure: 22 is prepared similarly to 18 starting from 100 mg of 4-(4-aminomethylphenyl)-1-(4-fluorophenyl)-3-[3-(4-fluorophenyl)-3-hydroxypropyl]azetidin-2-one, 122 mg of {2-[2-(2,3,4,5,6-pentahydroxyhexanoylamino)ethoxy]ethoxy}acetic acid 20, 93 μl of diisopropylcarbodiimide and 65 mg of hydroxybenzotriazole in 2 ml of dimethylformamide and 1 ml of acetonitrile. This gives 22: